This data is from the Open Reaction Database (ORD), a public repository of structured organic reaction records. The task is: describe an organic reaction: reactants, conditions, products, and yield Starting materials: N#N.C1(=CC=CC=C1)CC(=O)N[C@@H](CO)C(=O)NOCC1=CC=CC=C1 (N2 (phenylacetyl)-N-[(phenylmethyl)oxy]-L-serinamide), C1(=CC=CC=C1)P(C1=CC=CC=C1)C1=CC=CC=C1 (triphenylphosphine), CCOC(=O)/N=N/C(=O)OCC (diethylazodicarboxylate). Solvent: O1CCCC1 (tetrahydrofuran). Run at temperature 26 celsius. Yields the product C1(=CC=CC=C1)CC(=O)N[C@@H]1C(N(C1)OCC1=CC=CC=C1)=O ((S)-3-[(Phenylacetyl)amino]-1-[(phenylmethyl)oxy]-2-azetidinone). Reaction SMILES: N#N.[C:3]1([CH2:9][C:10]([NH:12][C@H:13]([C:16]([NH:18][O:19][CH2:20][C:21]2[CH:26]=[CH:25][CH:24]=[CH:23][CH:22]=2)=[O:17])[CH2:14]O)=[O:11])[CH:8]=[CH:7][CH:6]=[CH:5][CH:4]=1.C1(P(C2C=CC=CC=2)C2C=CC=CC=2)C=CC=CC=1.CCOC(/N=N/C(OCC)=O)=O>O1CCCC1>[C:3]1([CH2:9][C:10]([NH:12][C@H:13]2[CH2:14][N:18]([O:19][CH2:20][C:21]3[CH:26]=[CH:25][CH:24]=[CH:23][CH:22]=3)[C:16]2=[O:17])=[O:11])[CH:8]=[CH:7][CH:6]=[CH:5][CH:4]=1 |f:0.1|. Reported procedure: To a cold solution (0° C.) of N2 -(phenylacetyl)-N-[(phenylmethyl)oxy]-L-serinamide (6.88 g) in distilled tetrahydrofuran (300 ml), under nitrogen, is added triphenylphosphine (11.20 g) followed by diethylazodicarboxylate (6.60 ml). The solution is allowed to warm to 26° C. and stirred for twelve hours. After removal of solvent under reduced pressure the resulting residue is applied to a silica gel column (eluant ether/hexane→ether). Combination of fractions gives two batches; 1.0 g (pure) and 2... RXN SMILES: [CH3:46][S:47]([CH3:48])=[O:49].[CH:50]([OH:51])([CH3:52])[CH3:53].[Cl:1][c:2]1[n:3][cH:4][cH:5][c:6](-[c:8]2[c:9](-[c:18]3[cH:19][c:20]([NH:24][C:25]([c:26]4[c:27]([F:33])[cH:28][cH:29][cH:30][c:31]4[F:32])=[O:34])[cH:21][cH:22][cH:23]3)[n:10][n:11]3[c:12]2[cH:13][cH:14][cH:15][c:16]3[CH3:17])[n:7]1.[F:35][C:36]([c:37]1[cH:38][c:39]([NH2:40])[cH:41][cH:42][cH:43]1)([F:44])[F:45]>>[c:2]1([NH:40][c:39]2[cH:38][c:37]([C:36]([F:35])([F:44])[F:45])[cH:43][cH:42][cH:41]2)[n:3][cH:4][cH:5][c:6](-[c:8]2[c:9](-[c:18]3[cH:19][c:20]([NH:24][C:25]([c:26]4[c:27]([F:33])[cH:28][cH:29][cH:30][c:31]4[F:32])=[O:34])[cH:21][cH:22][cH:23]3)[n:10][n:11]3[c:12]2[cH:13][cH:14][cH:15][c:16]3[CH3:17])[n:7]1. The reactants are CS(C)=O, CC(C)O, Cc1cccc2c(-c3ccnc(Cl)n3)c(-c3cccc(NC(=O)c4c(F)cccc4F)c3)nn12, Nc1cccc(C(F)(F)F)c1. Product: Cc1cccc2c(-c3ccnc(Nc4cccc(C(F)(F)F)c4)n3)c(-c3cccc(NC(=O)c4c(F)cccc4F)c3)nn12. Starting materials: FC=1C(=CC=C2C(=CC(=NC12)C(=O)OC)C=1C=NN(C1)C)C (Methyl 8-fluoro-7-methyl-4-(1-methyl-1H-pyrazol-4-yl)quinoline-2-carboxylate), C1CC(=O)N(C1=O)Br (NBS), C(C1=CC=CC=C1)(=O)OOC(C1=CC=CC=C1)=O (benzoyl peroxide). Solvent: C(Cl)(Cl)(Cl)Cl (CCl4). Conditions: temperature 80 celsius, time 5 hour. Product: BrCC1=CC=C2C(=CC(=NC2=C1F)C(=O)OC)C=1C=NN(C1)C (methyl 7-(bromomethyl)-8-fluoro-4-(1-methyl-1H-pyrazol-4-yl)quinoline-2-carboxylate). Reaction SMILES: [F:1][C:2]1[C:3]([CH3:22])=[CH:4][CH:5]=[C:6]2[C:11]=1[N:10]=[C:9]([C:12]([O:14][CH3:15])=[O:13])[CH:8]=[C:7]2[C:16]1[CH:17]=[N:18][N:19]([CH3:21])[CH:20]=1.C1C(=O)N([Br:30])C(=O)C1.C(OOC(=O)C1C=CC=CC=1)(=O)C1C=CC=CC=1>C(Cl)(Cl)(Cl)Cl>[Br:30][CH2:22][C:3]1[C:2]([F:1])=[C:11]2[C:6]([C:7]([C:16]3[CH:17]=[N:18][N:19]([CH3:21])[CH:20]=3)=[CH:8][C:9]([C:12]([O:14][CH3:15])=[O:13])=[N:10]2)=[CH:5][CH:4]=1. Procedure: After degassing with N2, a mixture of methyl 8-fluoro-7-methyl-4-(1-methyl-1H-pyrazol-4-yl)quinoline-2-carboxylate (7-17, 169.2 mg, 0.57 mmol), NBS (106 mg, 0.59 mmol) and benzoyl peroxide (13.7 mg, 0.057 mmol) in CCl4 (2.8 ml) was stirred at 80° C. After 5 h, the solvent was removed and the residue was partitioned between EtOAC and sat. NaHCO3. The organic layer was washed with water, dried over Na2SO4 and filtered. Concentration afforded the crude methyl 7-(bromomethyl)-8-fluoro-4-(1-methyl-1H... The product is COC(=O)CN1C2CC(OC(=O)c3c[nH]c4ccccc34)CC1CC(C(=O)OC)C2. RXN SMILES: [C:57](=[O:58])([OH:59])[O-:60].[CH3:26][O:27][C:28](=[O:29])[CH:30]1[CH2:31][CH:32]2[CH2:33][CH:34]([OH:44])[CH2:35][CH:36]([CH2:37]1)[N:38]2[CH2:39][C:40](=[O:41])[O:42][CH3:43].[CH3:46][OH:47].[CH3:65][N:66]([c:67]1[cH:68][cH:69][n:70][cH:71][cH:72]1)[CH3:73].[Cl:48][CH2:49][Cl:50].[Cl:62][CH2:63][Cl:64].[F:13][C:14]([F:15])([F:16])[C:17]([O:18][C:19](=[O:20])[C:21]([F:22])([F:23])[F:24])=[O:25].[K+:56].[Mn:51]([O-:52])(=[O:53])(=[O:54])=[O:55].[NH3:45].[Na+:61].[OH2:74].[OH:1][C:2](=[O:3])[c:4]1[cH:5][nH:6][c:7]2[cH:8][cH:9][cH:10][cH:11][c:12]12>>[O:1]=[C:2]([O:3][CH:34]1[CH2:33][CH:32]2[CH2:31][CH:30]([C:28]([O:27][CH3:26])=[O:29])[CH2:37][CH:36]([CH2:35]1)[N:38]2[CH2:39][C:40](=[O:41])[O:42][CH3:43])[c:4]1[cH:5][nH:6][c:7]2[cH:8][cH:9][cH:10][cH:11][c:12]12. Starting materials: O=C([O-])O, COC(=O)CN1C2CC(O)CC1CC(C(=O)OC)C2, CO, CN(C)c1ccncc1, ClCCl, ClCCl, O=C(OC(=O)C(F)(F)F)C(F)(F)F, [K+], O=[Mn](=O)(=O)[O-], N, [Na+], O, O=C(O)c1c[nH]c2ccccc12. Reactants: BrCCCBr, O=C([O-])[O-], CCC(C)=O, [K+], [K+], O=C1COCC(=O)N1. Yields the product O=C1COCC(=O)N1CCCBr. As a reaction SMILES: [Br:9][CH2:10][CH2:11][CH2:12][Br:13].[C:14](=[O:15])([O-:16])[O-:17].[CH3:20][C:21](=[O:22])[CH2:23][CH3:24].[K+:18].[K+:19].[O:1]1[CH2:2][C:3](=[O:8])[NH:4][C:5](=[O:7])[CH2:6]1>>[O:1]1[CH2:2][C:3](=[O:8])[N:4]([CH2:12][CH2:11][CH2:10][Br:9])[C:5](=[O:7])[CH2:6]1. Reactants: OC1=NC=NC2=CC(=CC=C12)C(=O)NN (4-Hydroxy quinazoline-7-hydrazide), C(C)(OCC)(OCC)OCC (triethyl orthoacetate). Yields the product CC1=NN=C(O1)C1=CC=C2C(NC=NC2=C1)=O (7-(5-Methyl-[1,3,4]oxadiazol-2-yl)quinazolin-4-one). As a reaction SMILES: [OH:1][C:2]1[C:11]2[C:6](=[CH:7][C:8]([C:12]([NH:14][NH2:15])=[O:13])=[CH:9][CH:10]=2)[N:5]=[CH:4][N:3]=1.[C:16](OCC)(OCC)(OCC)[CH3:17]>>[CH3:16][C:17]1[O:13][C:12]([C:8]2[CH:7]=[C:6]3[C:11]([C:2](=[O:1])[NH:3][CH:4]=[N:5]3)=[CH:10][CH:9]=2)=[N:14][N:15]=1. Procedure details: 4-Hydroxy quinazoline-7-hydrazide (0.41 g) was treated with triethyl orthoacetate (10 ml) at reflux under nitrogen for 24 hours. The mixture was cooled, filtered and purified by chromatography to give the title compound (0.09 g); m/z (M+1+) 229. The reactants are BrC1=NC2=C(N(C1=O)CC1CC1)N=CC=C2 (2-bromo-4-(cyclopropylmethyl)pyrido[2,3-b]pyrazin-3(4H)-one), FC1=CC(=C(C=C1)B(O)O)C ((4-fluoro-2-methylphenyl)boronic acid), C(C)O (ethanol), aqueous solution, C([O-])([O-])=O.[Na+].[Na+] (sodium carbonate). Reagents/catalysts: C1=CC=C(C=C1)P(C2=CC=CC=C2)C3=CC=CC=C3.C1=CC=C(C=C1)P(C2=CC=CC=C2)C3=CC=CC=C3.Cl[Pd]Cl (bis(triphenylphosphine) palladium(II)chloride). Run in C(C)(=O)OCC (ethyl acetate), O (Water), CN(C=O)C (dimethylformamide). Product: C1(CC1)CN1C2=C(N=C(C1=O)C1=C(C=C(C=C1)F)C)C=CC=N2 (4-(cyclopropylmethyl)-2-(4-fluoro-2-methylphenyl)pyrido[2,3-b]pyrazin-3(4H)-one). Isolated yield 45.3%. As a reaction SMILES: Br[C:2]1[C:7](=[O:8])[N:6]([CH2:9][CH:10]2[CH2:12][CH2:11]2)[C:5]2[N:13]=[CH:14][CH:15]=[CH:16][C:4]=2[N:3]=1.[F:17][C:18]1[CH:23]=[CH:22][C:21](B(O)O)=[C:20]([CH3:27])[CH:19]=1.C(O)C.C(=O)([O-])[O-].[Na+].[Na+]>CN(C)C=O.C1C=CC(P(C2C=CC=CC=2)C2C=CC=CC=2)=CC=1.C1C=CC(P(C2C=CC=CC=2)C2C=CC=CC=2)=CC=1.Cl[Pd]Cl.C(OCC)(=O)C.O>[CH:10]1([CH2:9][N:6]2[C:7](=[O:8])[C:2]([C:21]3[CH:22]=[CH:23][C:18]([F:17])=[CH:19][C:20]=3[CH3:27])=[N:3][C:4]3[CH:16]=[CH:15][CH:14]=[N:13][C:5]2=3)[CH2:12][CH2:11]1 |f:3.4.5,7.8.9|. Reported procedure: To 200 mg (0.71 mM) of 2-bromo-4-(cyclopropylmethyl)pyrido[2,3-b]pyrazin-3(4H)-one and 25.3 mg (0.036 mM) of bis(triphenylphosphine) palladium(II)chloride in 1 ml of dimethylformamide were added 142.9 mg (0.93 mM) of (4-fluoro-2-methylphenyl)boronic acid, 0.1 ml of ethanol and 715 μl of a 2M aqueous solution of sodium carbonate. The reaction mixture was then refluxed for 20 h under stirring. Water and ethyl acetate were added. The organic layer was separated, washed with water, dried on anhydrou...